This data is from the Open Reaction Database (ORD), a public repository of structured organic reaction records. The task is: describe an organic reaction: reactants, conditions, products, and yield Reactants: NC1=C(C=C(C2=C1OCCO2)C(=O)O)Cl (8-amino-7-chloro-1,4-benzodioxan-5-carboxylic acid), C(C)#N (acetonitrile), bis-carbonyldiimidazole. Reaction conditions: time 1.5 hour. Product: NC1=C(C=CC2=C1OCCO2)Cl.N1C=NC=[C-]1 (8- amino-7-chloro-1,4-benzodioxan 5-imidazolide). RXN SMILES: [NH2:1][C:2]1[C:7]2[O:8][CH2:9][CH2:10][O:11][C:6]=2[C:5](C(O)=O)=[CH:4][C:3]=1[Cl:15].[C:16](#[N:18])[CH3:17]>>[NH2:1][C:2]1[C:7]2[O:8][CH2:9][CH2:10][O:11][C:6]=2[CH:5]=[CH:4][C:3]=1[Cl:15].[NH:18]1[C-:16]=[CH:17][N:1]=[CH:2]1 |f:2.3|. Procedure: To a stirred solution of 8-amino-7-chloro-1,4-benzodioxan-5-carboxylic acid (prepared from the corresponding 7-H acid (prepared as in GB 1571278) by chlorination of the protected form) (1.10 g) in acetonitrile was added bis-carbonyldiimidazole (0.77 g). The reaction mixture was stirred at room temperature for 1.5 hours. The solvent was removed under reduced pressure to afford crude 8- amino-7-chloro-1,4-benzodioxan-5-imidazolide. Starting materials: BrC=1C=CC(=NC1)C(C)(C)O (2-(5-bromopyridin-2-yl)propan-2-ol), CC1(OB(OC1(C)C)B1OC(C(O1)(C)C)(C)C)C (4,4,5,5,4′,4′,5′,5′-octamethyl-[2,2′]bi[[1,3,2]dioxaborolanyl]), ClCCl (dichloromethane), C(C)(=O)[O-].[K+] (potassium acetate). Reagents/catalysts: C1=CC=C(C=C1)P([C-]2C=CC=C2)C3=CC=CC=C3.C1=CC=C(C=C1)P([C-]2C=CC=C2)C3=CC=CC=C3.Cl[Pd]Cl.[Fe+2] ([1,1′-bis(diphenylphosphino)ferrocene]dichloropalladium(II)). Run in O1CCOCC1 (1,4-dioxane). Run at temperature 120 celsius. The product is OC(C)(C)C1=CC=C(C=N1)B(O)O ([6-(1-hydroxy-1-methylethyl)pyridin-3-yl]boronic acid). RXN SMILES: Br[C:2]1[CH:3]=[CH:4][C:5]([C:8]([OH:11])([CH3:10])[CH3:9])=[N:6][CH:7]=1.CC1(C)C(C)(C)[O:16][B:15](B2OC(C)(C)C(C)(C)O2)[O:14]1.ClCCl.C([O-])(=O)C.[K+]>O1CCOCC1.C1C=CC(P(C2C=CC=CC=2)[C-]2C=CC=C2)=CC=1.C1C=CC(P(C2C=CC=CC=2)[C-]2C=CC=C2)=CC=1.Cl[Pd]Cl.[Fe+2]>[OH:11][C:8]([C:5]1[N:6]=[CH:7][C:2]([B:15]([OH:16])[OH:14])=[CH:3][CH:4]=1)([CH3:10])[CH3:9] |f:3.4,6.7.8.9|. Reported procedure: A mixture of 2-(5-bromopyridin-2-yl)propan-2-ol (70 mg, 0.3 mmol), 4,4,5,5,4′,4′,5′,5′-octamethyl-[2,2′]bi[[1,3,2]dioxaborolanyl] (90.0 mg, 0.36 mmol), [1,1′-bis(diphenylphosphino)ferrocene]dichloropalladium(II), complex with dichloromethane (1:1) (10 mg, 0.01 mmol), and potassium acetate (100 mg, 1 mmol) in 1,4-dioxane (5 mL) was heated at 120° C. overnight. The reaction was complete by LC/MS, was concentrated in vacuo to give crude [6-(1-hydroxy-1-methylethyl)pyridin-3-yl]boronic acid. LCMS ca... Reactants: CC(=O)OC1CSC(Oc2cccc(I)c2)C(OC(C)=O)C1OC(C)=O, OB(O)c1cccnc1. The product is CC(=O)OC1CSC(Oc2cccc(-c3cccnc3)c2)C(OC(C)=O)C1OC(C)=O. As a reaction SMILES: [C:1]([CH3:2])(=[O:3])[O:4][CH:5]1[CH:6]([O:7][c:8]2[cH:9][c:10]([I:14])[cH:11][cH:12][cH:13]2)[S:15][CH2:16][CH:17]([O:23][C:24]([CH3:25])=[O:26])[CH:18]1[O:19][C:20]([CH3:21])=[O:22].[n:27]1[cH:28][c:29]([B:33]([OH:34])[OH:35])[cH:30][cH:31][cH:32]1>>[C:1]([CH3:2])(=[O:3])[O:4][CH:5]1[CH:6]([O:7][c:8]2[cH:9][c:10](-[c:29]3[cH:28][n:27][cH:32][cH:31][cH:30]3)[cH:11][cH:12][cH:13]2)[S:15][CH2:16][CH:17]([O:23][C:24]([CH3:25])=[O:26])[CH:18]1[O:19][C:20]([CH3:21])=[O:22].